Dataset: the Open Reaction Database (ORD), a public repository of structured organic reaction records. Task: describe an organic reaction: reactants, conditions, products, and yield Reaction SMILES: [Br:1][c:2]1[cH:3][n:4][c:5]([NH:7][C:8]([CH3:9])=[O:10])[s:6]1.[CH2:65]1[O:66][CH2:67][CH2:68][CH2:69]1.[O:51]=[C:52]([O:53][CH:54]([CH3:55])[CH3:56])[N:57]=[N:58][C:59]([O:60][CH:61]([CH3:62])[CH3:63])=[O:64].[OH:11][CH2:12][CH:13]([CH2:14][c:15]1[cH:16][cH:17][cH:18][cH:19][cH:20]1)[N:21]1[C:22](=[O:31])[c:23]2[cH:24][cH:25][cH:26][cH:27][c:28]2[C:29]1=[O:30].[c:32]1([P:33]([c:34]2[cH:35][cH:36][cH:37][cH:38][cH:39]2)[c:40]2[cH:41][cH:42][cH:43][cH:44][cH:45]2)[cH:46][cH:47][cH:48][cH:49][cH:50]1>>[Br:1][c:2]1[cH:3][n:4][c:5]([N:7]([C:8]([CH3:9])=[O:10])[CH2:12][CH:13]([CH2:14][c:15]2[cH:16][cH:17][cH:18][cH:19][cH:20]2)[N:21]2[C:22](=[O:31])[c:23]3[cH:24][cH:25][cH:26][cH:27][c:28]3[C:29]2=[O:30])[s:6]1. Reactants: CC(=O)Nc1ncc(Br)s1, C1CCOC1, CC(C)OC(=O)N=NC(=O)OC(C)C, O=C1c2ccccc2C(=O)N1C(CO)Cc1ccccc1, c1ccc(P(c2ccccc2)c2ccccc2)cc1. Yields the product CC(=O)N(CC(Cc1ccccc1)N1C(=O)c2ccccc2C1=O)c1ncc(Br)s1. Starting materials: [BH3-]C#N.[Na+] (NaCNBH3), [N+](=O)([O-])C=1C=C(C=O)C=C(C1)C(F)(F)F (3-nitro-5-(trifluoromethyl)benzaldehyde), C(C)(C)C=1C=CC(=C(C1)C1=C(C=C(C=C1)C(F)(F)F)CN)OC (1-[5′-isopropyl-2′-methoxy-4-(trifluoromethyl)biphenyl-2-yl]methanamine), O (H2O). Reagents/catalysts: C(C)(=O)O (acetic acid). Run in CO (MeOH), CO (MeOH). Conditions: time 24 hour. The product is C(C)(C)C=1C=CC(=C(C1)C1=C(C=C(C=C1)C(F)(F)F)CNCC1=CC(=CC(=C1)C(F)(F)F)[N+](=O)[O-])OC ({[5′-isopropyl-2′-methoxy-4-(trifluoromethyl)biphenyl-2-yl]methyl}[3-nitro-5-(trifluoromethyl)benzyl]amine). As a reaction SMILES: [N+:1]([C:4]1[CH:5]=[C:6]([CH:9]=[C:10]([C:12]([F:15])([F:14])[F:13])[CH:11]=1)[CH:7]=O)([O-:3])=[O:2].[CH:16]([C:19]1[CH:20]=[CH:21][C:22]([O:37][CH3:38])=[C:23]([C:25]2[CH:30]=[CH:29][C:28]([C:31]([F:34])([F:33])[F:32])=[CH:27][C:26]=2[CH2:35][NH2:36])[CH:24]=1)([CH3:18])[CH3:17].[BH3-]C#N.[Na+].O>CO.C(O)(=O)C>[CH:16]([C:19]1[CH:20]=[CH:21][C:22]([O:37][CH3:38])=[C:23]([C:25]2[CH:30]=[CH:29][C:28]([C:31]([F:32])([F:33])[F:34])=[CH:27][C:26]=2[CH2:35][NH:36][CH2:7][C:6]2[CH:9]=[C:10]([C:12]([F:15])([F:14])[F:13])[CH:11]=[C:4]([N+:1]([O-:3])=[O:2])[CH:5]=2)[CH:24]=1)([CH3:18])[CH3:17] |f:2.3|. Procedure details: To a solution of 3-nitro-5-(trifluoromethyl)benzaldehyde (366 mg, 1.67 mmol) in MeOH (4 mL) was added a solution of 1-[5′-isopropyl-2′-methoxy-4-(trifluoromethyl)biphenyl-2-yl]methanamine (270 mg, 0.84 mmol) in MeOH (4 mL) followed by addition of NaCNBH3 (105 mg, 1.67 mmol) and one drop of acetic acid. The reaction was stirred for 24 hours at room temperature and then poured into H2O (30 mL). The mixture was extracted with EtOAc (60 mL), and the organic extracts were washed with brine (20 mL), d... The reactants are COc1cccc(N)c1, Cl, O=CC(C=O)[N+](=O)[O-], O. Product: COc1cccc(NC=C(C=O)[N+](=O)[O-])c1. Reaction SMILES: [CH3:1][O:2][c:3]1[cH:4][c:5]([NH2:9])[cH:6][cH:7][cH:8]1.[ClH:18].[N+:10](=[O:11])([O-:12])[CH:13]([CH:14]=[O:15])[CH:16]=[O:17].[OH2:19]>>[CH3:1][O:2][c:3]1[cH:4][c:5]([NH:9][CH:16]=[C:13]([N+:10](=[O:11])[O-:12])[CH:14]=[O:15])[cH:6][cH:7][cH:8]1. The reactants are OC=1C=NC=CC1 (3-hydroxypyridine), CO (methanol), ClCCO (2-chlorethanol), C([O-])([O-])=O.[K+].[K+] (potassium carbonate). Solvent: CC(CC)=O (2-butanone), C(Cl)Cl (methylene chloride). Yields the product N1=CC(=CC=C1)OCCO (2-(3-Pyridyloxy)ethanol). The yield is 23.5%. Reaction SMILES: [OH:1][C:2]1[CH:3]=[N:4][CH:5]=[CH:6][CH:7]=1.Cl[CH2:9][CH2:10][OH:11].C(=O)([O-])[O-].[K+].[K+].CO>CC(=O)CC.C(Cl)Cl>[N:4]1[CH:5]=[CH:6][CH:7]=[C:2]([O:1][CH2:9][CH2:10][OH:11])[CH:3]=1 |f:2.3.4|. Procedure details: This compound was prepared according to the procedure in Preparation 19. Thus, reacting 14 g (0.15 mole) of 3-hydroxypyridine with 27 ml (0.4 mole) of 2-chlorethanol and 85 g of potassium carbonate in 150 ml of 2-butanone at reflux temperature gave 4.9 g of the title compound after column chromatography (5% methanol in methylene chloride on silica gel). Starting materials: FC=1C=C(C=CC1)C1=NNC(=C1C#CC1=CC=CC=C1)NC(C)=O (N-[3-(3-fluorophenyl)-4-(2-phenylethynyl)-1H-pyrazol-5-yl]acetamide), C(C)O (ethanol), [OH-].[Na+] (NaOH). Solvent: C(C)(=O)OCC (ethyl acetate), O (water). Reaction conditions: temperature 80 celsius. Yields the product FC=1C=C(C=CC1)C1=NNC(=C1C#CC1=CC=CC=C1)N (3-(3-fluorophenyl)-4-(2-phenylethynyl)-1H-pyrazol-5-amine). Yield: 69.8%. As a reaction SMILES: [F:1][C:2]1[CH:3]=[C:4]([C:8]2[C:12]([C:13]#[C:14][C:15]3[CH:20]=[CH:19][CH:18]=[CH:17][CH:16]=3)=[C:11]([NH:21]C(=O)C)[NH:10][N:9]=2)[CH:5]=[CH:6][CH:7]=1.C(O)C.[OH-].[Na+]>C(OCC)(=O)C.O>[F:1][C:2]1[CH:3]=[C:4]([C:8]2[C:12]([C:13]#[C:14][C:15]3[CH:16]=[CH:17][CH:18]=[CH:19][CH:20]=3)=[C:11]([NH2:21])[NH:10][N:9]=2)[CH:5]=[CH:6][CH:7]=1 |f:2.3|. Reported procedure: A mixture of N-[3-(3-fluorophenyl)-4-(2-phenylethynyl)-1H-pyrazol-5-yl]acetamide (2 g, 6.2 mmol), ethanol (22 mL) and 25% aq. NaOH solution (22 mL) was stirred and heated to 80° C. for 1 h and cooled to room temperature. The reaction mixture was diluted with ethyl acetate and water. The organic phase was washed with water and brine, dried (phase separator cartridge) and concentrated in vacuo, to provide the title compound as a solid (1.2 g). Reactants: CCCC1O[C@@H]2C[C@H]3[C@@H]4CCC5=CC(=O)C=C[C@@]5([C@H]4[C@H](C[C@@]3([C@@]2(O1)C(=O)CO)C)O)C (budesonide), C(CCC)N=C=O (butyl isocyanate), CCCC1O[C@@H]2C[C@H]3[C@@H]4CCC5=CC(=O)C=C[C@@]5([C@H]4[C@H](C[C@@]3([C@@]2(O1)C(=O)CO)C)O)C (budesonide), C(CCC)N=C=O (butyl isocyanate), O (water). The reagents and catalysts are CN(C)C=1C=CN=CC1 (DMAP), CN(C)C=1C=CN=CC1 (DMAP). The solvent is C(Cl)Cl (DCM), C(Cl)Cl (DCM). Conditions: time 24 hour. Yields the product CCCC1O[C@@H]2C[C@H]3[C@@H]4CCC5=CC(=O)C=C[C@@]5([C@H]4[C@H](C[C@@]3([C@@]2(O1)C(=O)CO)C)O)C.C(CCC)NC([O-])=O (budesonide butylcarbamate). Reaction SMILES: [CH3:1][CH2:2][CH2:3][CH:4]1[O:24][C@:23]2([C:25]([CH2:27][OH:28])=[O:26])[C@@H:6]([CH2:7][C@@H:8]3[C@:22]2([CH3:29])[CH2:21][C@H:20]([OH:30])[C@H:19]2[C@H:9]3[CH2:10][CH2:11][C:12]3[C@:18]2([CH3:31])[CH:17]=[CH:16][C:14](=[O:15])[CH:13]=3)[O:5]1.[CH2:32]([N:36]=[C:37]=[O:38])[CH2:33][CH2:34][CH3:35].[OH2:39]>C(Cl)Cl.CN(C1C=CN=CC=1)C>[CH3:1][CH2:2][CH2:3][CH:4]1[O:24][C@:23]2([C:25]([CH2:27][OH:28])=[O:26])[C@@H:6]([CH2:7][C@@H:8]3[C@:22]2([CH3:29])[CH2:21][C@H:20]([OH:30])[C@H:19]2[C@H:9]3[CH2:10][CH2:11][C:12]3[C@:18]2([CH3:31])[CH:17]=[CH:16][C:14](=[O:15])[CH:13]=3)[O:5]1.[CH2:32]([NH:36][C:37](=[O:38])[O-:39])[CH2:33][CH2:34][CH3:35] |f:5.6|. Procedure details: To the solution of budesonide (500 mg, 1.16 mmol) in DCM (5.0 mL) was added butyl isocyanate (144 μL, 1.28 mmol) and DMAP (312 mg, 2.55 mmol) at room temperature. The reaction mixture was stirred at room temperature for 24 hours. During this 24 hours more butyl isocyanate (72 μL, 0.64 mmol) and DMAP (156 mg, 1.27 mmol). The reaction was followed by HPLC. The reaction mixture was poured into water (20 mL) and DCM (10 mL); the aqueous phase was extracted with DCM (10 mL). The combined organic phas...